Dataset: the Open Reaction Database (ORD), a public repository of structured organic reaction records. Task: describe an organic reaction: reactants, conditions, products, and yield Starting materials: Cl.NO (hydroxylamine hydrochloride), C([O-])(O)=O.[Na+] (sodium bicarbonate), NC1=C(C#N)C=CC(=C1)Cl (2-Amino-4-chloro-benzonitrile). Run in O (water), C(C)O (ethanol). The product is NC1=C(C(=O)NO)C=CC(=C1)Cl (2-Amino-4-chloro-N-hydroxy-benzamide). Yield: 85.7%. Reaction SMILES: [NH2:1][C:2]1[CH:9]=[C:8]([Cl:10])[CH:7]=[CH:6][C:3]=1C#N.Cl.[NH2:12][OH:13].[C:14](=[O:17])(O)[O-].[Na+]>C(O)C.O>[NH2:1][C:2]1[CH:9]=[C:8]([Cl:10])[CH:7]=[CH:6][C:3]=1[C:14]([NH:12][OH:13])=[O:17] |f:1.2,3.4|. Procedure details: 2-Amino-4-chloro-benzonitrile (5.3 g, 35 mmol) was dissolved in ethanol (180 ml) aided by heating. An aqueous solution of hydroxylamine hydrochloride (4.9 g, 70 mmol) and sodium bicarbonate (11.1 g, 105 mmol) was added and the mixture was refluxed for 8 hours. The solvent was then reduced and the product suspended in water (100 ml) and filtered off to yield 5.6 g (86%) of a white powder (m.p. 131-133° C.).